Dataset: the Open Reaction Database (ORD), a public repository of structured organic reaction records. Task: describe an organic reaction: reactants, conditions, products, and yield The reactants are FC(C(=O)O)(F)F (trifluoroacetic acid), C1(=CC=CC=C1)OC (anisole), CN(C([C@H](CC1=CNC2=CC=CC=C12)NC(=O)OC(C)(C)C)=O)CC1=CC=CC=C1 (N-methyl-N-benzyl-2-(S)-t-butyloxycarbonylamino-3-(3-indolyl)propionamide). Run at temperature 0 celsius, time 15 minute. Product: CN(C([C@H](CC1=CNC2=CC=CC=C12)N)=O)CC1=CC=CC=C1 (N-Methyl-N-benzyl-2-(S)-amino-3-(3-indolyl)propionamide). The yield is 114.0%. Reaction SMILES: FC(F)(F)C(O)=O.C1(OC)C=CC=CC=1.[CH3:16][N:17]([CH2:39][C:40]1[CH:45]=[CH:44][CH:43]=[CH:42][CH:41]=1)[C:18](=[O:38])[C@@H:19]([NH:30]C(OC(C)(C)C)=O)[CH2:20][C:21]1[C:29]2[C:24](=[CH:25][CH:26]=[CH:27][CH:28]=2)[NH:23][CH:22]=1>>[CH3:16][N:17]([CH2:39][C:40]1[CH:45]=[CH:44][CH:43]=[CH:42][CH:41]=1)[C:18](=[O:38])[C@@H:19]([NH2:30])[CH2:20][C:21]1[C:29]2[C:24](=[CH:25][CH:26]=[CH:27][CH:28]=2)[NH:23][CH:22]=1. Procedure: Cold trifluoroacetic acid (TFA, 4 mL) and 0.36 mL of anisole (3.28 mmol) were added to 1.215 g (2.98 mmol) of N-methyl-N-benzyl-2-(S)-t-butyloxycarbonylamino-3-(3-indolyl)propionamide and the resulting solution was stirred at 0° C. for 15 min. The ice bath was removed and the solution was allowed to warm to room temperature. After 30 min the reaction mixture was concentrated and the residue was partitioned between saturated NaHCO3 and CH2Cl2. The organic layer was washed with brine, dried and co... Reactants: BrC=1C(=C(C=C(C1OC1=C(C=C(C=C1)[N+](=O)[O-])Cl)C)N1C(C2CCCCC2C1=O)=O)C (8-[3-bromo-4-(2-chloro-4-nitrophenoxy)-2,5-dimethylphenyl]-8-azabicyclo[4.3.0]-nonan-7,9-dione). Solvent: C(C)(=O)OCC (ethyl acetate). Run at time 1.5 hour. The product is NC1=CC(=C(OC2=C(C(=C(C=C2C)N2C(C3CCCCC3C2=O)=O)C)Br)C=C1)Cl (8-[4-(4-amino-2-chlorophenoxy)-3-bromo-2,5-dimethylphenyl]-8-azabicyclo[4.3.0]-nonan-7,9-dione). The yield is 84.1%. As a reaction SMILES: [Br:1][C:2]1[C:3]([CH3:31])=[C:4]([N:20]2[C:28](=[O:29])[CH:27]3[CH:22]([CH2:23][CH2:24][CH2:25][CH2:26]3)[C:21]2=[O:30])[CH:5]=[C:6]([CH3:19])[C:7]=1[O:8][C:9]1[CH:14]=[CH:13][C:12]([N+:15]([O-])=O)=[CH:11][C:10]=1[Cl:18]>C(OCC)(=O)C>[NH2:15][C:12]1[CH:13]=[CH:14][C:9]([O:8][C:7]2[C:6]([CH3:19])=[CH:5][C:4]([N:20]3[C:21](=[O:30])[CH:22]4[CH:27]([CH2:26][CH2:25][CH2:24][CH2:23]4)[C:28]3=[O:29])=[C:3]([CH3:31])[C:2]=2[Br:1])=[C:10]([Cl:18])[CH:11]=1. Reported procedure: Into a Parr bottle was charged 8-[3-bromo-4-(2-chloro-4-nitrophenoxy)-2,5-dimethylphenyl]-8-azabicyclo[4.3.0]-nonan-7,9-dione (3.45 grams, 6.79 mmol) prepared in Part D and ethyl acetate (100 milliliters). The reaction mixture was purged with nitrogen, 5% platinum on carbon (480 milligrams) was added and the mixture was hydrogenated for 1.5 hours at 40-50 psi hydrogen and room temperature on a rocking Parr hydrogenator. Filtration through celite and concentration under reduced pressure afforded ...